From a dataset of the Open Reaction Database (ORD), a public repository of structured organic reaction records. describe an organic reaction: reactants, conditions, products, and yield The reactants are [Br-], C1CCOC1, Fc1ccc([Mg+])cc1, N#Cc1cc(Cl)ccc1N. Yields the product Nc1ccc(Cl)cc1C(=O)c1ccc(F)cc1. As a reaction SMILES: [Br-:1].[CH2:20]1[CH2:23][CH2:22][CH2:21][O:24]1.[F:2][c:3]1[cH:4][cH:5][c:6]([Mg+:9])[cH:7][cH:8]1.[NH2:10][c:11]1[c:12]([C:13]#[N:14])[cH:15][c:16]([Cl:19])[cH:17][cH:18]1>>[F:2][c:3]1[cH:4][cH:5][c:6]([C:13]([c:12]2[c:11]([NH2:10])[cH:18][cH:17][c:16]([Cl:19])[cH:15]2)=[O:24])[cH:7][cH:8]1. Starting materials: N1C=NC2=C1C=C(C=C2)C2=NN=C(O2)S (5-(1H-benzo[d]imidazol-6-yl)-1,3,4-oxadiazole-2-thiol), TEA, ClC1=CC=C(CCl)C=C1 (4-chlorobenzylchloride). Solvent: CCO (EtOH). Product: ClC1=CC=C(CSC2=NN=C(O2)C2=CC3=C(NC=N3)C=C2)C=C1 (5-(5-(4-Chlorobenzylthio)-1,3,4-oxadiazol-2-yl)-1H-benzo[d]imidazole). Reaction SMILES: [NH:1]1[C:5]2[CH:6]=[C:7]([C:10]3[O:14][C:13]([SH:15])=[N:12][N:11]=3)[CH:8]=[CH:9][C:4]=2[N:3]=[CH:2]1.[Cl:16][C:17]1[CH:24]=[CH:23][C:20]([CH2:21]Cl)=[CH:19][CH:18]=1>CCO>[Cl:16][C:17]1[CH:24]=[CH:23][C:20]([CH2:21][S:15][C:13]2[O:14][C:10]([C:7]3[CH:8]=[CH:9][C:4]4[NH:3][CH:2]=[N:1][C:5]=4[CH:6]=3)=[N:11][N:12]=2)=[CH:19][CH:18]=1. Reported procedure: 1 (0.33 g, 1.5 mmol), TEA (0.209 mL, 1.5 mmol) and 4-chlorobenzylchloride (0.242 mg, 1.5 mmol) were dissolved in 10 mL of EtOH and kept under reflux overnight. The solvent was removed and the remaining oil was purified by flash-chromatography on silica gel, applying a CHCl3/MeOH gradient. The reactants are ClC1=NC(=NC(=C1C)C=1OC=CC1)N (4-chloro-6-(2-furyl)-5-methylpyrimidine-2-amine), C(C)#N (acetonitrile). Reaction conditions: temperature 140 celsius, time 30 minute. Product: NC1=NC(=C(C(=N1)C#N)C)C=1OC=CC1 (2-Amino-6-(2-furyl)-5-methylpyrimidine-4-carbonitrile). Yield: 65.0%. Reaction SMILES: Cl[C:2]1[C:7]([CH3:8])=[C:6]([C:9]2[O:10][CH:11]=[CH:12][CH:13]=2)[N:5]=[C:4]([NH2:14])[N:3]=1.[C:15](#[N:17])C>>[NH2:14][C:4]1[N:3]=[C:2]([C:15]#[N:17])[C:7]([CH3:8])=[C:6]([C:9]2[O:10][CH:11]=[CH:12][CH:13]=2)[N:5]=1. Procedure: A solution of 4-chloro-6-(2-furyl)-5-methylpyrimidine-2-amine (80 mg, 0.38 mmol) in acetonitrile (4 mL) was treated with polymer supported cyamide (0.636 mg, 1.91 mmol), stirred at 140° C. in the microwave for 30 min, filtered to remove the resin and the filter cake washed with acetonitrile. The filtrate was concentrated in vacuo to give the title compound (50 mg, 65%) as off-white solid; NMR δH (400 MHz, DMSO) 2.48 (3H, s), 6.75 (1H, dd, J 1.7, 3.5 Hz), 7.04 (2H br s), 7.28 (1H, dd, J 0.7, 3.5 ... The reactants are C1(CCCC1)C(=O)CN1C([C@@H](N=C(C2=C1C=CC=C2)C2=CC=CC=C2)NC(=O)NC2=CC(=CC=C2)C)=O (N-((3R)-1-Cyclopentylcarbonylmethyl-2,3-dihydro-2-oxo-5-phenyl-1H-1,4-benzodiazepin-3-yl)-N'-(3-methylphenyl)urea), [BH4-].[Na+] (sodium borohydride). Solvent: C(C)O (ethanol). Yields the product C1(CCCC1)[C@@H](CN1C([C@@H](N=C(C2=C1C=CC=C2)C2=CC=CC=C2)NC(=O)NC2=CC(=CC=C2)C)=O)O (N-((3R)-1-((2S)-2-Cyclopentyl-2-hydroxyethyl)-2,3-dihydro-2-oxo-5-phenyl-1H-1,4-benzodiazepin-3-yl)-N'-(3-methylphenyl)urea). Reaction SMILES: [CH:1]1([C:6]([CH2:8][N:9]2[C:15]3[CH:16]=[CH:17][CH:18]=[CH:19][C:14]=3[C:13]([C:20]3[CH:25]=[CH:24][CH:23]=[CH:22][CH:21]=3)=[N:12][C@@H:11]([NH:26][C:27]([NH:29][C:30]3[CH:35]=[CH:34][CH:33]=[C:32]([CH3:36])[CH:31]=3)=[O:28])[C:10]2=[O:37])=[O:7])[CH2:5][CH2:4][CH2:3][CH2:2]1.[BH4-].[Na+]>C(O)C>[CH:1]1([C@H:6]([OH:7])[CH2:8][N:9]2[C:15]3[CH:16]=[CH:17][CH:18]=[CH:19][C:14]=3[C:13]([C:20]3[CH:25]=[CH:24][CH:23]=[CH:22][CH:21]=3)=[N:12][C@@H:11]([NH:26][C:27]([NH:29][C:30]3[CH:35]=[CH:34][CH:33]=[C:32]([CH3:36])[CH:31]=3)=[O:28])[C:10]2=[O:37])[CH2:5][CH2:4][CH2:3][CH2:2]1 |f:1.2|. Procedure: The benzodiazepine of Example 17 (335 mg, 0.677 mmol) was treated with sodium borohydride in ethanol as described in Examples 12 and 13. The residue was chromatographed to afford the two title compounds (eluant EtOAc/Hexane 35:65 v/v). Starting materials: C([O-])([O-])=O.[K+].[K+] (potassium carbonate), NC1=CC(=C(C=C1)O)Cl (4-amino-2-chlorophenol), ClCCN1CCCCC1 (1-(2-chloro-ethyl)-piperidine). Solvent: C(C)#N (acetonitrile). Run at time 48 hour. Product: N1(CCCCC1)CCOC1=CC=C(C=C1)N (4-(2-piperidin-1-yl-ethoxy)-phenylamine). As a reaction SMILES: C(=O)([O-])[O-].[K+].[K+].[NH2:7][C:8]1[CH:13]=[CH:12][C:11]([OH:14])=[C:10](Cl)[CH:9]=1.Cl[CH2:17][CH2:18][N:19]1[CH2:24][CH2:23][CH2:22][CH2:21][CH2:20]1>C(#N)C>[N:19]1([CH2:18][CH2:17][O:14][C:11]2[CH:12]=[CH:13][C:8]([NH2:7])=[CH:9][CH:10]=2)[CH2:24][CH2:23][CH2:22][CH2:21][CH2:20]1 |f:0.1.2|. Reported procedure: 15.4 g (111.00 mmol) of potassium carbonate was added to a solution of 4.0 g (27.86 mmol) of 4-amino-2-chlorophenol and 5.1 g (27.86 mmol) of 1-(2-chloro-ethyl)-piperidine in 50 mL acetonitrile and the mixture was stirred for 48 hours at RT. The solvent was evaporated off i. vac., the residue was combined with water and the aqueous phase was exhaustively extracted with EtOAc. The combined org. extracts were washed with water, dried over magnesium sulphate, evaporated down i. vac. and the residue... Reactants: COc1cc(N)n[nH]1, CCO, CSc1nc(Cl)cc(C(F)(F)F)n1, Cl. Product: COc1cc(Nc2cc(C(F)(F)F)nc(SC)n2)[nH]n1. RXN SMILES: [CH3:15][O:16][c:17]1[cH:18][c:19]([NH2:22])[n:20][nH:21]1.[CH3:23][CH2:24][OH:25].[Cl:1][c:2]1[n:3][c:4]([S:12][CH3:13])[n:5][c:6]([C:8]([F:9])([F:10])[F:11])[cH:7]1.[ClH:14]>>[c:2]1([NH:22][c:19]2[cH:18][c:17]([O:16][CH3:15])[n:21][nH:20]2)[n:3][c:4]([S:12][CH3:13])[n:5][c:6]([C:8]([F:9])([F:10])[F:11])[cH:7]1. The reactants are O.[OH-].[Li+] (Lithium hydroxide monohydrate), COC(CC1=CC2=CC=C(C=C2C(=C1C)C1=CC=C(C=C1)S(NCC1=CC=C(C=C1)OC)(=O)=O)F)=O ({6-fluoro-4-[4-(4-methoxy-benzylsulfamoyl)-phenyl]-3-methyl-naphthalen-2-yl}-acetic acid methyl ester), C1CCOC1.O (THF H2O). The solvent is CCCCCC (hexane). Run at time 16 hour. Yields the product FC=1C=C2C(=C(C(=CC2=CC1)CC(=O)O)C)C1=CC=C(C=C1)S(NCC1=CC=C(C=C1)OC)(=O)=O ({6-fluoro-4-[4-(4-methoxy-benzylsulfamoyl)-phenyl]-3-methyl-naphthalen-2-yl}-acetic acid). Yield: 105.4%. As a reaction SMILES: O.[OH-].[Li+].C[O:5][C:6](=[O:39])[CH2:7][C:8]1[C:17]([CH3:18])=[C:16]([C:19]2[CH:24]=[CH:23][C:22]([S:25](=[O:37])(=[O:36])[NH:26][CH2:27][C:28]3[CH:33]=[CH:32][C:31]([O:34][CH3:35])=[CH:30][CH:29]=3)=[CH:21][CH:20]=2)[C:15]2[C:10](=[CH:11][CH:12]=[C:13]([F:38])[CH:14]=2)[CH:9]=1.C1COCC1.O>CCCCCC>[F:38][C:13]1[CH:14]=[C:15]2[C:10](=[CH:11][CH:12]=1)[CH:9]=[C:8]([CH2:7][C:6]([OH:39])=[O:5])[C:17]([CH3:18])=[C:16]2[C:19]1[CH:20]=[CH:21][C:22]([S:25](=[O:36])(=[O:37])[NH:26][CH2:27][C:28]2[CH:29]=[CH:30][C:31]([O:34][CH3:35])=[CH:32][CH:33]=2)=[CH:23][CH:24]=1 |f:0.1.2,4.5|. Procedure details: Lithium hydroxide monohydrate (0.017 g, 0.43 mmol) was added to a solution {6-fluoro-4-[4-(4-methoxy-benzylsulfamoyl)-phenyl]-3-methyl-naphthalen-2-yl}-acetic acid methyl ester (0.054 g, 0.10 mmol) in a 3:1 mixture of THF—H2O mixture (6 mL). The reaction mixture was stirred for 16 hours at room temperature. The reaction mixture was concentrated to remove the THF, and the crude material was diluted with water, acidified [pH˜2] with a 6 N aqueous solution of hydrochloric acid. The mixture was extr... Reactants: BrC=1C(=C(C=C(C1Cl)Cl)N)N (3-Bromo-4,5-dichloro-1,2-phenylenediamine), C1(CC1)N=C=S (cyclopropyl isothiocyanate), CC1=CC=C(C=C1)S(=O)(=O)[O-].C[N+]1(CCOCC1)CCN=C=NC2CCCCC2 (1-cyclohexyl-3-(2-morpholinoethyl)carbodiimide metho-p-toluenesulfonate). Solvent: N1=CC=CC=C1 (pyridine). Product: BrC1=C(C(=CC=2NC(=NC21)NC2CC2)Cl)Cl (4-Bromo-2-(cyclopropylamino)-5,6-dichloro-1H-benzimidazole). Yield: 34.7%. RXN SMILES: [Br:1][C:2]1[C:3]([NH2:11])=[C:4]([NH2:10])[CH:5]=[C:6]([Cl:9])[C:7]=1[Cl:8].[CH:12]1([N:15]=[C:16]=S)[CH2:14][CH2:13]1.CC1C=CC(S([O-])(=O)=O)=CC=1.C[N+]1(CCN=C=NC2CCCCC2)CCOCC1>N1C=CC=CC=1>[Br:1][C:2]1[C:3]2[N:11]=[C:16]([NH:15][CH:12]3[CH2:14][CH2:13]3)[NH:10][C:4]=2[CH:5]=[C:6]([Cl:9])[C:7]=1[Cl:8] |f:2.3|. Procedure details: 3-Bromo-4,5-dichloro-1,2-phenylenediamine (5.12 g, 20.0 mmol), cyclopropyl isothiocyanate (2.18 g, 21.98 mmol), 1-cyclohexyl-3-(2-morpholinoethyl)carbodiimide metho-p-toluenesulfonate (11.0 g, 25.97 mmol) and pyridine (75 mL) were used according to general procedure I. The product was recrystallized from 1,4-dioxane to afford 2.23 g (53%) of a white solid. MS (CI): m/z 319 amu. Anal. Calcd for C10H8BrCl2N3-(0.35 C4H8O2): C, 38.92; H, 3.09; N, 11.94. Found: C, 39.17; H, 3.05; N, 11.94. Reactants: CC(=O)CN1C(=O)C(NC(=O)c2cc3ccccc3[nH]2)N=C(c2ccccc2)c2ccccc21, CCO, CC(C)OC(C)C, Cl, NO. The product is CC(CN1C(=O)C(NC(=O)c2cc3ccccc3[nH]2)N=C(c2ccccc2)c2ccccc21)=NO. As a reaction SMILES: [C:1]([CH3:2])(=[O:3])[CH2:4][N:5]1[C:6](=[O:34])[CH:7]([NH:22][C:23](=[O:24])[c:25]2[nH:26][c:27]3[cH:28][cH:29][cH:30][cH:31][c:32]3[cH:33]2)[N:8]=[C:9]([c:16]2[cH:17][cH:18][cH:19][cH:20][cH:21]2)[c:10]2[c:11]1[cH:12][cH:13][cH:14][cH:15]2.[CH3:38][CH2:39][OH:40].[CH:41]([O:42][CH:43]([CH3:44])[CH3:45])([CH3:46])[CH3:47].[ClH:35].[NH2:36][OH:37]>>[C:1]([CH3:2])([CH2:4][N:5]1[C:6](=[O:34])[CH:7]([NH:22][C:23](=[O:24])[c:25]2[nH:26][c:27]3[cH:28][cH:29][cH:30][cH:31][c:32]3[cH:33]2)[N:8]=[C:9]([c:16]2[cH:17][cH:18][cH:19][cH:20][cH:21]2)[c:10]2[c:11]1[cH:12][cH:13][cH:14][cH:15]2)=[N:36][OH:37].